Dataset: the Open Reaction Database (ORD), a public repository of structured organic reaction records. Task: describe an organic reaction: reactants, conditions, products, and yield Starting materials: CCOC(C)=O, FC(F)(F)c1ccc(C=Cc2nc(COc3ncc(C#CCCn4ccnn4)cn3)co2)cc1. The product is FC(F)(F)c1ccc(C=Cc2nc(COc3ncc(CCCCn4ccnn4)cn3)co2)cc1. Reaction SMILES: [CH3:35][CH2:36][O:37][C:38](=[O:39])[CH3:40].[n:1]1([CH2:6][CH2:7][C:8]#[C:9][c:10]2[cH:11][n:12][c:13]([O:16][CH2:17][c:18]3[n:19][c:20]([CH:23]=[CH:24][c:25]4[cH:26][cH:27][c:28]([C:31]([F:32])([F:33])[F:34])[cH:29][cH:30]4)[o:21][cH:22]3)[n:14][cH:15]2)[n:2][n:3][cH:4][cH:5]1>>[n:1]1([CH2:6][CH2:7][CH2:8][CH2:9][c:10]2[cH:11][n:12][c:13]([O:16][CH2:17][c:18]3[n:19][c:20]([CH:23]=[CH:24][c:25]4[cH:26][cH:27][c:28]([C:31]([F:32])([F:33])[F:34])[cH:29][cH:30]4)[o:21][cH:22]3)[n:14][cH:15]2)[n:2][n:3][cH:4][cH:5]1. Starting materials: [NH4+].[Cl-] (NH4Cl), COC(C1=C(C=CC=C1)NC1=CC=C2C(=NNC2=C1)C=CC1=NC=C(C=C1)CC)=O (2-{3-[2-(5-Ethyl-pyridin-2-yl)-vinyl]-1H-indazol-6-ylamino}-benzoic acid methyl ester), [OH-].[Na+] (sodium hydroxide). The solvent is O (water), CO (methanol), C1CCOC1 (THF), O (water). The product is C(C)C=1C=CC(=NC1)C=CC1=NNC2=CC(=CC=C12)NC1=C(C(=O)O)C=CC=C1 (2-{3-[2-(5-Ethyl-pyridin-2-yl)-vinyl]-1H-indazol-6-ylamino}-benzoic acid). As a reaction SMILES: C[O:2][C:3](=[O:30])[C:4]1[CH:9]=[CH:8][CH:7]=[CH:6][C:5]=1[NH:10][C:11]1[CH:19]=[C:18]2[C:14]([C:15]([CH:20]=[CH:21][C:22]3[CH:27]=[CH:26][C:25]([CH2:28][CH3:29])=[CH:24][N:23]=3)=[N:16][NH:17]2)=[CH:13][CH:12]=1.[OH-].[Na+].[NH4+].[Cl-]>CO.C1COCC1.O>[CH2:28]([C:25]1[CH:26]=[CH:27][C:22]([CH:21]=[CH:20][C:15]2[C:14]3[C:18](=[CH:19][C:11]([NH:10][C:5]4[CH:6]=[CH:7][CH:8]=[CH:9][C:4]=4[C:3]([OH:30])=[O:2])=[CH:12][CH:13]=3)[NH:17][N:16]=2)=[N:23][CH:24]=1)[CH3:29] |f:1.2,3.4|. Procedure: To a solution of 2-{3-[2-(5-Ethyl-pyridin-2-yl)-vinyl]-1H-indazol-6-ylamino}-benzoic acid methyl ester (50 mg, 0.104 mmol) in methanol (0.42 mL) and THF (0.10 mL) was added a solution of sodium hydroxide (12 mg, 0.311 mmol) in water (0.05 mL). The solution was heated to 60 degrees Celsius for 3.5 hours and then neutralized with saturated NH4Cl. The reaction was diluted with water (20 mL), and then extracted with EtOAc (2×20 mL). The combined extracts were first dried over Na2SO4, and then the so...